describe an organic reaction: reactants, conditions, products, and yield From a dataset of the Open Reaction Database (ORD), a public repository of structured organic reaction records. Starting materials: [OH-].[Na+] (NaOH), COC(C1=CC(=C(C=C1)CNC(=O)OC(C)(C)C)Br)=O (3-bromo-4-(tert-butoxycarbonylamino-methyl)-benzoic acid methyl ester). Solvent: O (H2O), CO (MeOH). Conditions: temperature 50 celsius, time 2 hour. Yields the product BrC=1C=C(C(=O)O)C=CC1CNC(=O)OC(C)(C)C (3-Bromo-4-(tert-butoxycarbonylamino-methyl)-benzoic acid). The yield is 99.3%. As a reaction SMILES: [OH-].[Na+].C[O:4][C:5](=[O:22])[C:6]1[CH:11]=[CH:10][C:9]([CH2:12][NH:13][C:14]([O:16][C:17]([CH3:20])([CH3:19])[CH3:18])=[O:15])=[C:8]([Br:21])[CH:7]=1>O.CO>[Br:21][C:8]1[CH:7]=[C:6]([CH:11]=[CH:10][C:9]=1[CH2:12][NH:13][C:14]([O:16][C:17]([CH3:20])([CH3:19])[CH3:18])=[O:15])[C:5]([OH:22])=[O:4] |f:0.1|. Procedure: NaOH (48.8 g, 1.22 mol, 2.0 eq) in H2O (1.26 L) was added to a solution of 3-bromo-4-(tert-butoxycarbonylamino-methyl)-benzoic acid methyl ester (210 g, 0.61 mol, 1.0 eq) in MeOH (1.26 L). The reaction mixture was stirred at 50° C. for 2 hrs. The reaction was cooled to room temperature and concentrated to half volume. The residue was acidified to pH 5 by adding 1M HCl solution. The resulting solid was collected and dried to give the title intermediate (200 g, 99.4% yield) as white solid.